Dataset: the Open Reaction Database (ORD), a public repository of structured organic reaction records. Task: describe an organic reaction: reactants, conditions, products, and yield The reactants are CC(=O)c1cc(Br)ccc1O, C1CCNC1, CC1CC(=O)CC(C)C1, CO. Yields the product CC1CC(C)CC2(CC(=O)c3cc(Br)ccc3O2)C1. RXN SMILES: [Br:1][c:2]1[cH:3][cH:4][c:5]([OH:11])[c:6]([C:8]([CH3:9])=[O:10])[cH:7]1.[CH2:21]1[CH2:22][NH:23][CH2:24][CH2:25]1.[CH3:12][CH:13]1[CH2:14][C:15](=[O:20])[CH2:16][CH:17]([CH3:19])[CH2:18]1.[CH3:26][OH:27]>>[Br:1][c:2]1[cH:3][cH:4][c:5]2[c:6]([cH:7]1)[C:8](=[O:10])[CH2:9][C:15]1([O:11]2)[CH2:14][CH:13]([CH3:12])[CH2:18][CH:17]([CH3:19])[CH2:16]1. Reactants: Cl (hydrochloric acid), [H-].[Na+] (Sodium hydride), ClC1=C(N)C(=CC(=C1)C(F)(F)F)Cl (2,6-dichloro-4-trifluoromethylaniline), CN1C(=NC(=CC1=O)C(F)(F)F)SC (3-methyl-2-methylthio-6-trifluoromethyl-4(3H)-pyrimidinone). Run in C(Cl)(Cl)Cl (chloroform), C(C)(=O)OCC (ethyl acetate), CN(C)C=O (DMF). Reaction conditions: time 30 minute. Product: ClC1=C(C(=CC(=C1)C(F)(F)F)Cl)NC1=NC(=CC(N1C)=O)C(F)(F)F (2-(2,6-dichloro-4-trifluoromethylphenyl)amino-3-methyl-6-trifluoromethyl-4(3H)-pyrimidinone). The yield is 40.0%. As a reaction SMILES: [H-].[Na+].[Cl:3][C:4]1[CH:10]=[C:9]([C:11]([F:14])([F:13])[F:12])[CH:8]=[C:7]([Cl:15])[C:5]=1[NH2:6].[CH3:16][N:17]1[C:22](=[O:23])[CH:21]=[C:20]([C:24]([F:27])([F:26])[F:25])[N:19]=[C:18]1SC.Cl>C(Cl)(Cl)Cl.C(OCC)(=O)C.CN(C=O)C>[Cl:3][C:4]1[CH:10]=[C:9]([C:11]([F:14])([F:13])[F:12])[CH:8]=[C:7]([Cl:15])[C:5]=1[NH:6][C:18]1[N:17]([CH3:16])[C:22](=[O:23])[CH:21]=[C:20]([C:24]([F:27])([F:25])[F:26])[N:19]=1 |f:0.1|. Procedure: Sodium hydride (60% in oil, 0.31 g, 7.65 mmol) was added to DMF (5 ml) solution of 2,6-dichloro-4-trifluoromethylaniline (0.80 g, 3.48 mmol), followed by stirring for 30 minutes. Then, 3-methyl-2-methylthio-6-trifluoromethyl-4(3H)-pyrimidinone (0.70 g, 3.13 mmol) was added, followed by stirring at 50° C. for 8 hours. After completion of the reaction, 1 N hydrochloric acid (30 ml) and ethyl acetate (20 ml) were added to the reaction solution to separate the organic layer, and the resulting aqueou... The reactants are C(C)(C)N(CC)C(C)C (Diisopropylethylamine), BrCC#N (bromoacetonitrile), FC=1C(=NC=C(C1)OC(C(F)F)(F)F)O (3-fluoro-5-(1,1.2,2-tetrafluoroethoxy)-2-pyridinol). Solvent: C(Cl)Cl (methylene chloride), C(Cl)Cl (methylene chloride). The product is C(#N)CN1C(C(=CC(=C1)OC(C(F)F)(F)F)F)=O (N-Cyanomethyl-3-fluoro-5-(1,1,2,2-tetrafluoroethoxy)-2-pyridinone). As a reaction SMILES: [CH:1]([N:4](C(C)C)CC)(C)[CH3:2].BrCC#N.[F:14][C:15]1[C:16]([OH:28])=[N:17][CH:18]=[C:19]([O:21][C:22]([F:27])([F:26])[CH:23]([F:25])[F:24])[CH:20]=1>C(Cl)Cl>[C:1]([CH2:2][N:17]1[CH:18]=[C:19]([O:21][C:22]([F:26])([F:27])[CH:23]([F:24])[F:25])[CH:20]=[C:15]([F:14])[C:16]1=[O:28])#[N:4]. Reported procedure: Diisopropylethylamine (0.82 ml, 4.7 mmol) and 0.30 ml (4.3 mmol) of bromoacetonitrile were added consecutively with stirring at ambient temperature to 3-fluoro-5-(1,1.2,2-tetrafluoroethoxy)-2-pyridinol (0.90 g, 3.98 mmol) in 5 ml of methylene chloride and the mixture allowed to react overnight. It was then diluted with 25 ml of methylene chloride, extracted with 25 ml of water and with dilute aqueous sodium carbonate, dried over sodium sulfate, and concentrated by evaporation under reduced press... The reactants are C[Mg]I (Methyl magnesium iodide), C1(CCCCC1)C1(COC(OC1)(C)C)C=O (5-cyclohexyl-2,2-dimethyl-5- formyl-1,3-dioxane), Cl (hydrochloric acid). Run in CCOCC (ether). Conditions: time 2 hour. The product is C1(CCCCC1)C1(COC(OC1)(C)C)C(C)O (5-Cyclohexyl-2,2-dimethyl-5-(1-hydroxyethyl)-1,3-dioxane). As a reaction SMILES: [CH3:1][Mg]I.[CH:4]1([C:10]2([CH:18]=[O:19])[CH2:15][O:14][C:13]([CH3:17])([CH3:16])[O:12][CH2:11]2)[CH2:9][CH2:8][CH2:7][CH2:6][CH2:5]1.Cl>CCOCC>[CH:4]1([C:10]2([CH:18]([OH:19])[CH3:1])[CH2:15][O:14][C:13]([CH3:16])([CH3:17])[O:12][CH2:11]2)[CH2:5][CH2:6][CH2:7][CH2:8][CH2:9]1. Procedure: Methyl magnesium iodide (3.0 ml, 3M solution in ether) was added to a solution of 5-cyclohexyl-2,2-dimethyl-5- formyl-1,3-dioxane (1.8 g.) in dry ether (50 ml.) The mixture was refluxed, with stirring, for two hours, cooled and poured into a mixture of 2N hydrochloric acid solution in ice. The aqueous mixture was extracted with ether. The ether extracts were washed with water, dried over anhydrous magnesium sulphate and evaporated in vacuo. 5-Cyclohexyl-2,2-dimethyl-5-(1-hydroxyethyl)-1,3-dioxan... Reaction conditions: temperature 110 celsius, time 2 hour. Run in CN(C)C=O (DMF). Yields the product C1(=CC=CC=C1)C(C)C=1C=C(N(N1)C1=NC=CC(=C1)C1=NN=NN1)O (5-(1-phenylethyl)-2-[4-(1H-tetrazol-5-yl)pyridin-2-yl]pyrazol-3-ol). Reaction SMILES: [OH:1][C:2]1[N:6]([C:7]2[CH:12]=[C:11]([C:13]#[N:14])[CH:10]=[CH:9][N:8]=2)[N:5]=[C:4]([CH:15]([C:17]2[CH:22]=[CH:21][CH:20]=[CH:19][CH:18]=2)[CH3:16])[CH:3]=1.[NH4+].[Cl-].[N-:25]=[N+:26]=[N-:27].[Na+]>CN(C=O)C>[C:17]1([CH:15]([C:4]2[CH:3]=[C:2]([OH:1])[N:6]([C:7]3[CH:12]=[C:11]([C:13]4[NH:27][N:26]=[N:25][N:14]=4)[CH:10]=[CH:9][N:8]=3)[N:5]=2)[CH3:16])[CH:22]=[CH:21][CH:20]=[CH:19][CH:18]=1 |f:1.2,3.4|. Reactants: OC1=CC(=NN1C1=NC=CC(=C1)C#N)C(C)C1=CC=CC=C1 (2-[5-hydroxy-3-(1-phenylethyl)pyrazol-1-yl]pyridine-4-carbonitrile), [NH4+].[Cl-] (NH4Cl), [N-]=[N+]=[N-].[Na+] (NaN3). Procedure: To a suspension of 2-[5-hydroxy-3-(1-phenylethyl)pyrazol-1-yl]pyridine-4-carbonitrile (150 mg, 0.5 mmol), NH4Cl (278 mg, 5.2 mmol) in DMF (5 mL) was added NaN3 (338 mg, 5.2 mmol) at r.t. The reaction mixture was stirred at 110° C. for 2 h in a microwave oven. The reaction mixture was then filtered and purified by pre-HPLC to give the title compound (100 mg, 58%) as a brown solid. 1H NMR (400 MHz, CD3OD): δ 1.64 (3H, d, J=7.2 Hz), 4.07-4.12 (1H, m), 7.17-7.19 (1H, m), 7.20-7.35 (4H, m), 7.83 (1H,... Yield: 60.0%. Reactants: O=[N+]([O-])c1cc(OCCBr)ccc1OCc1ccccc1, Cc1ccc(CC2CCNCC2)cc1, Cc1ccccc1. The product is Cc1ccc(CC2CCN(CCOc3ccc(OCc4ccccc4)c([N+](=O)[O-])c3)CC2)cc1. As a reaction SMILES: [CH2:15]([c:16]1[cH:17][cH:18][cH:19][cH:20][cH:21]1)[O:22][c:23]1[c:24]([N+:33](=[O:34])[O-:35])[cH:25][c:26]([O:27][CH2:28][CH2:29][Br:30])[cH:31][cH:32]1.[CH3:1][c:2]1[cH:3][cH:4][c:5]([CH2:6][CH:7]2[CH2:8][CH2:9][NH:10][CH2:11][CH2:12]2)[cH:13][cH:14]1.[CH3:36][c:37]1[cH:38][cH:39][cH:40][cH:41][cH:42]1>>[CH3:1][c:2]1[cH:3][cH:4][c:5]([CH2:6][CH:7]2[CH2:8][CH2:9][N:10]([CH2:29][CH2:28][O:27][c:26]3[cH:25][c:24]([N+:33](=[O:34])[O-:35])[c:23]([O:22][CH2:15][c:16]4[cH:17][cH:18][cH:19][cH:20][cH:21]4)[cH:32][cH:31]3)[CH2:11][CH2:12]2)[cH:13][cH:14]1. Starting materials: CCOC(=O)C(C)(C)N1CC(C)=C(c2ccccc2)C1=O, [H-], [Li], C1CCOC1. Product: CC1=C(c2ccccc2)C(=O)N(C(C)(C)CO)C1. As a reaction SMILES: [CH3:1][C:2]1=[C:3]([c:16]2[cH:17][cH:18][cH:19][cH:20][cH:21]2)[C:4](=[O:15])[N:5]([C:7]([C:8](=[O:9])[O:10][CH2:11][CH3:12])([CH3:13])[CH3:14])[CH2:6]1.[H-:23].[Li:22].[O:24]1[CH2:25][CH2:26][CH2:27][CH2:28]1>>[CH3:1][C:2]1=[C:3]([c:16]2[cH:17][cH:18][cH:19][cH:20][cH:21]2)[C:4](=[O:15])[N:5]([C:7]([CH2:8][OH:9])([CH3:13])[CH3:14])[CH2:6]1. Reaction conditions: temperature 210 celsius. Product: FC1=NC2=C(N=C3C(=C2C=C1)C=CC(=C3)C)N (3-fluoro-8-methylbenzo[f][1,7]naphthyridin-5-amine). Procedure details: A mixture of 3-chloro-8-methylbenzo[f][1,7]naphthyridin-5-amine (from the previous step) (1.0 eq.) potassium fluoride (4.0 eq.), and 18-crown-6 (0.4 eq.) in NMP (0.1M) was heated in microwave reactor at 210° C. for 2 hours. After cooling to ambient temperature, the reaction residue was purified by flash chromatography on a COMBIFLASH® system (ISCO) using 0-30% EtOAc/Hexanes to give 3-fluoro-8-methylbenzo[f][1,7]naphthyridin-5-amine as a white solid. 1H NMR (acetone-d6): δ 9.20 (dd, 1H), 8.32 (d,... As a reaction SMILES: Cl[C:2]1[CH:11]=[CH:10][C:9]2[C:4](=[C:5]([NH2:17])[N:6]=[C:7]3[CH:15]=[C:14]([CH3:16])[CH:13]=[CH:12][C:8]3=2)[N:3]=1.[F-:18].[K+].C1OCCOCCOCCOCCOCCOC1>CN1C(=O)CCC1>[F:18][C:2]1[CH:11]=[CH:10][C:9]2[C:4](=[C:5]([NH2:17])[N:6]=[C:7]3[CH:15]=[C:14]([CH3:16])[CH:13]=[CH:12][C:8]3=2)[N:3]=1 |f:1.2|. The reactants are ClC1=NC2=C(N=C3C(=C2C=C1)C=CC(=C3)C)N (3-chloro-8-methylbenzo[f][1,7]naphthyridin-5-amine), [F-].[K+] (potassium fluoride), C1COCCOCCOCCOCCOCCO1 (18-crown-6). Solvent: CN1CCCC1=O (NMP).